From a dataset of the Open Reaction Database (ORD), a public repository of structured organic reaction records. describe an organic reaction: reactants, conditions, products, and yield Reactants: Cc1ccc([Mg]Br)cc1 (effective_coupling_partner), COc2ccc1ccc(OC)cc1c2 (substrate). The reagents and catalysts are C1-CDC. Conditions: temperature 100 celsius, time 12 hour. Product: Cc4ccc(c3ccc2ccc(c1ccc(C)cc1)cc2c3)cc4. Starting materials: CC(C)OC(=O)/N=N/C(=O)OC(C)C (DIAD), OC=1C=C(C(=O)OC)C=C(C1)OCC1=CC=CC=C1 (methyl 3-hydroxy-5-{[phenylmethyl]oxy}benzoate), COC[C@H](C)O ((S)-(+)-1-methoxy-2-propanol), C1(=CC=CC=C1)P(C1=CC=CC=C1)C1=CC=CC=C1 (triphenylphosphine). Run in C1CCOC1 (THF). Run at temperature 0 celsius, time 20 hour. The product is C(C1=CC=CC=C1)OC=1C=C(C(=O)OC)C=C(C1)O[C@@H](COC)C (Methyl 3-(benzyloxy)-5-[(1R)-2-methoxy-1-methylethoxy]benzoate). The yield is 67.2%. RXN SMILES: CC(OC(/N=N/C(OC(C)C)=O)=O)C.[OH:15][C:16]1[CH:17]=[C:18]([CH:23]=[C:24]([O:26][CH2:27][C:28]2[CH:33]=[CH:32][CH:31]=[CH:30][CH:29]=2)[CH:25]=1)[C:19]([O:21][CH3:22])=[O:20].[CH3:34][O:35][CH2:36][C@@H:37](O)[CH3:38].C1(P(C2C=CC=CC=2)C2C=CC=CC=2)C=CC=CC=1>C1COCC1>[CH2:27]([O:26][C:24]1[CH:23]=[C:18]([CH:17]=[C:16]([O:15][C@H:37]([CH3:38])[CH2:36][O:35][CH3:34])[CH:25]=1)[C:19]([O:21][CH3:22])=[O:20])[C:28]1[CH:33]=[CH:32][CH:31]=[CH:30][CH:29]=1. Procedure: DIAD (4.6 g, 0.029 mol) was added dropwise to a solution of methyl 3-hydroxy-5-{[phenylmethyl]oxy}benzoate (6 g, 0.023 mol), (S)-(+)-1-methoxy-2-propanol (2.59 g, 0.029 mol) and triphenylphosphine (7.53 g, 0.029 mol) in THF (100 mL), under argon, at 0° C. The reaction was stirred at 0° C. for 1 hour and at RT for 20 hours. The volatiles were removed in vacuo and isohexane/ethyl acetate 2:1 added followed by stirring for 1 hour. A white solid was removed by filtration and the filtrate was evapora... The reactants are O=C(O)Cc1cc(F)cc(F)c1, COc1ccc(N)cc1OC. The reagents and catalysts are C1CCN(C1)[P+](N2CCCC2)(N3CCCC3)Br.F[P-](F)(F)(F)(F)F (PyBrOP), CCN(C(C)C)C(C)C (DIPEA), C1=CC=C2C(=C1)N=NN2O (HOBt). Run in CN(C)C=O (DMF), CN(C)C=O (DMF), CN(C)C=O (DMF), CN(C)C=O (DMF), CN(C)C=O (DMF), CN(C)C=O (DMF). Reaction conditions: temperature 25 celsius, time 2 hour. Product: COc1ccc(NC(=O)Cc2cc(F)cc(F)c2)cc1OC. Isolated yield 0.7%. RXN SMILES: COc1ccc(N)cc1OC.O=C(O)Cc1cc(F)cc(F)c1.C1CCN(C1)[P+](N2CCCC2)(N3CCCC3)Br.F[P-](F)(F)(F)(F)F.C1=CC=C2C(=C1)N=NN2O.CCN(C(C)C)C(C)C.CN(C)C=O>>COc1ccc(NC(=O)Cc2cc(F)cc(F)c2)cc1OC. Reported procedure: 2.5 g (10-2 mole) of 4-[(2-pyridinyl)(phenyl)hydroxymethyl]piperidine, 2.5 g (10-2 mole) of 1-(1-bromo-2-ethyl)-1,3-dihydro-2(2H)-benzimidazolone, 1.2 g of Na2CO3, one crystal of NaI and 75 ml of methyl isobutyl ketone are introduced into a round flask. Solvent: C(C(C)C)C(=O)C (methyl isobutyl ketone). Product: N1=C(C=CC=C1)C(C1CCN(CC1)CCN1C(NC2=C1C=CC=C2)=O)(O)C2=CC=CC=C2 (1-[2-[4-[(2-Pyridinyl)(phenyl)hydroxymethyl]-1-piperidinyl]ethyl]-1,3-dihydro-2(2H)-benzimidazolone). The reactants are N1=C(C=CC=C1)C(C1CCNCC1)(O)C1=CC=CC=C1 (4-[(2-pyridinyl)(phenyl)hydroxymethyl]piperidine), BrCCN1C(NC2=C1C=CC=C2)=O (1-(1-bromo-2-ethyl)-1,3-dihydro-2(2H)-benzimidazolone), C(=O)([O-])[O-].[Na+].[Na+] (Na2CO3), [Na+].[I-] (NaI). RXN SMILES: [N:1]1[CH:6]=[CH:5][CH:4]=[CH:3][C:2]=1[C:7]([C:15]1[CH:20]=[CH:19][CH:18]=[CH:17][CH:16]=1)([OH:14])[CH:8]1[CH2:13][CH2:12][NH:11][CH2:10][CH2:9]1.Br[CH2:22][CH2:23][N:24]1[C:28]2[CH:29]=[CH:30][CH:31]=[CH:32][C:27]=2[NH:26][C:25]1=[O:33].C([O-])([O-])=O.[Na+].[Na+].[Na+].[I-]>C(C(C)=O)C(C)C>[N:1]1[CH:6]=[CH:5][CH:4]=[CH:3][C:2]=1[C:7]([C:15]1[CH:20]=[CH:19][CH:18]=[CH:17][CH:16]=1)([OH:14])[CH:8]1[CH2:13][CH2:12][N:11]([CH2:22][CH2:23][N:24]2[C:28]3[CH:29]=[CH:30][CH:31]=[CH:32][C:27]=3[NH:26][C:25]2=[O:33])[CH2:10][CH2:9]1 |f:2.3.4,5.6|. Reactants: C=CCC1Cc2cccc(Cl)c2C1, CO, ClCCl, O=[O+][O-]. Product: OCCC1Cc2cccc(Cl)c2C1. As a reaction SMILES: [CH2:1]([CH:2]=[CH2:3])[CH:4]1[CH2:5][c:6]2[cH:7][cH:8][cH:9][c:10]([Cl:13])[c:11]2[CH2:12]1.[CH3:17][OH:18].[Cl:19][CH2:20][Cl:21].[O-:14][O+:15]=[O:16]>>[CH2:1]([CH2:2][OH:14])[CH:4]1[CH2:5][c:6]2[cH:7][cH:8][cH:9][c:10]([Cl:13])[c:11]2[CH2:12]1.